This data is from the Open Reaction Database (ORD), a public repository of structured organic reaction records. The task is: describe an organic reaction: reactants, conditions, products, and yield The reactants are [O-]OB([O-])[O-], CCOC(=O)C1=C(S)CCC(C(C)(C)C)C1, CC(=O)O, [Na+], [Na+], [Na+], O, O, O, O. Product: CCOC(=O)C1=C(S(=O)(=O)O)CCC(C(C)(C)C)C1. Reaction SMILES: [B:5]([O:6][O-:7])([O-:8])[O-:9].[C:13]([CH3:14])([CH3:15])([CH3:16])[CH:17]1[CH2:18][CH2:19][C:20]([SH:28])=[C:21]([C:23](=[O:24])[O:25][CH2:26][CH3:27])[CH2:22]1.[CH3:29][C:30](=[O:31])[OH:32].[Na+:10].[Na+:11].[Na+:12].[OH2:1].[OH2:2].[OH2:3].[OH2:4]>>[O:1]=[S:28](=[O:2])([OH:3])[C:20]1=[C:21]([C:23](=[O:24])[O:25][CH2:26][CH3:27])[CH2:22][CH:17]([C:13]([CH3:14])([CH3:15])[CH3:16])[CH2:18][CH2:19]1.